Dataset: the Open Reaction Database (ORD), a public repository of structured organic reaction records. Task: describe an organic reaction: reactants, conditions, products, and yield The reactants are [O-]S(=O)(=O)C(F)(F)F.C1(=C(C(=CC(=C1)C)C)[I+]C1=C(C=CC=C1)F)C (Mesityl-2-fluorophenyl iodonium triflate), FC(S(=O)[O-])(F)F.[Na+] (sodium trifluoromethanesulfinate). The reagents and catalysts are [Cu-]=O (copper(I) oxide). Solvent: CN(C=O)C (N,N-dimethylformamide). Reaction conditions: temperature 25 celsius. The product is FC1=C(C=CC=C1)S(=O)(=O)C(F)(F)F (1-fluoro-2-((trifluoromethyl)sulfonyl)benzene). As a reaction SMILES: [O-:1][S:2]([C:5]([F:8])([F:7])[F:6])(=O)=[O:3].C1(C)C=C(C)C=C(C)C=1[I+][C:18]1[CH:23]=[CH:22][CH:21]=[CH:20][C:19]=1[F:24].FC(F)(F)S([O-])=O.[Na+]>[Cu-]=O.CN(C)C=O>[F:24][C:19]1[CH:20]=[CH:21][CH:22]=[CH:23][C:18]=1[S:2]([C:5]([F:8])([F:7])[F:6])(=[O:3])=[O:1] |f:0.1,2.3|. Procedure: Mesityl-2-fluorophenyl iodonium triflate (Sanford M et al. JACS, 2005, 127, 7330 and Widdowson, D. et al. Tetrahedron Letters 2000, 41, 5393.) (0.1 g, 0.204 mmol), sodium trifluoromethanesulfinate (0.035 g, 0.224 mmol) and copper(I) oxide (2.92 mg, 0.020 mmol) were weighed into a reactor equipped with a magnetic stir bar. N,N-dimethylformamide (1 mL) was added, the reactor was capped and heated at 25° C. for 24 hours. HPLC analysis of the crude reaction mixture indicated the formation of the tit... The reactants are FC1=C2C(C(=CN(C2=C(C(=C1F)F)F)N[C@@H](CO)C1=CC=CC=C1)C(=O)OCC)=O (ethyl (R)-5,6,7,8-tetrafluoro-1,4-dihydro-1-[(2-hydroxy-1-phenylethyl)amino]-4-oxo-3-quinolinecarboxylate), [H-].[Na+] (NaH), O (water). Run in C1CCOC1 (THF). Conditions: time 10 hour. The product is FC1=C(C(=C2C=3N([C@@H](CO2)C2=CC=CC=C2)C=C(C(C13)=O)C(=O)OCC)F)F (ethyl(R)-8,9,10-trifluoro-2,3-dihydro-7-oxo-3-phenyl-7H-pyrido[1,2,3-de]-1,4-benzoxazine-6-carboxylate). The yield is 11.0%. As a reaction SMILES: [F:1][C:2]1[C:11]([F:12])=[C:10]([F:13])[C:9](F)=[C:8]2[C:3]=1[C:4](=[O:30])[C:5]([C:25]([O:27][CH2:28][CH3:29])=[O:26])=[CH:6][N:7]2N[C@H](C1C=CC=CC=1)CO.[H-].[Na+].[OH2:33]>C1COCC1>[F:1][C:2]1[C:3]2[C:4](=[O:30])[C:5]([C:25]([O:27][CH2:28][CH3:29])=[O:26])=[CH:6][N:7]3[C@H:4]([C:3]4[CH:8]=[CH:9][CH:10]=[CH:11][CH:2]=4)[CH2:5][O:33][C:9]([C:8]=23)=[C:10]([F:13])[C:11]=1[F:12] |f:1.2|. Procedure: To a solution of ethyl (R)-5,6,7,8-tetrafluoro-1,4-dihydro-1-[(2-hydroxy-1-phenylethyl)amino]-4-oxo-3-quinolinecarboxylate (3.10 g, 7.57 mmol) in THF (60 mL) was added NaH (364 mg, 9.10 mmol, 60% in oil) and the mixture was stirred at room temperature for 10 h. The mixture was treated portionwise at 0° C. with water. A precipitate formed and was collected by filtration, washed successively with EtOAc and then dried to give ethyl(R)-8,9,10-trifluoro-2,3-dihydro-7-oxo-3-phenyl-7H-pyrido[1,2,3-de]-... Reactants: CN, CCO, Clc1cc(Cl)nc(Cl)c1. Product: CNc1cc(Cl)nc(Cl)c1. Reaction SMILES: [CH3:10][NH2:11].[CH3:12][CH2:13][OH:14].[Cl:1][c:2]1[n:3][c:4]([Cl:9])[cH:5][c:6]([Cl:8])[cH:7]1>>[Cl:1][c:2]1[n:3][c:4]([Cl:9])[cH:5][c:6]([NH:11][CH3:10])[cH:7]1.